From a dataset of the Open Reaction Database (ORD), a public repository of structured organic reaction records. describe an organic reaction: reactants, conditions, products, and yield Reactants: CC1=C(N=CN1)CSCCN (2-(5-methyl-4-imidazolylmethylthio)ethylamine), ClC1=NC=CC=C1C(=O)O (2-chloropyridine-3-carboxylic acid). Solvent: O (water), [OH-].[Na+] (sodium hydroxide). Product: CC1=C(N=CN1)CSCCNC1=NC=CC=C1C(=O)O (2-[2-(5-methyl-4-imidazolylmethylthio)ethyl]amino pyridine 3-carboxylic cid), crystals. As a reaction SMILES: [CH3:1][C:2]1[NH:6][CH:5]=[N:4][C:3]=1[CH2:7][S:8][CH2:9][CH2:10][NH2:11].Cl[C:13]1[C:18]([C:19]([OH:21])=[O:20])=[CH:17][CH:16]=[CH:15][N:14]=1>O.[OH-].[Na+]>[CH3:1][C:2]1[NH:6][CH:5]=[N:4][C:3]=1[CH2:7][S:8][CH2:9][CH2:10][NH:11][C:13]1[C:18]([C:19]([OH:21])=[O:20])=[CH:17][CH:16]=[CH:15][N:14]=1 |f:3.4|. Procedure: An intimate mixture of powdered 2-(5-methyl-4-imidazolylmethylthio)ethylamine (1.71 g; 0.010 moles) and 2-chloropyridine-3-carboxylic acid (1.73 g; 0.011 moles) was heated to 150° for 6 hours. The resulting cooled glass was dissolved in a little water and neutralised by slow addition of 2N sodium hydroxide solution. At pH6, solid precipitated out of solution. This was filtered off, and recrystallised from water to give 2-[2-(5-methyl-4-imidazolylmethylthio)ethyl]amino pyridine 3-carboxylic cid a... Reactants: Cl.CN(C)CC1C(CCCC1)(O)C1=C(C=CC=C1)OC ((1RS,2RS)-2-dimethylaminomethyl-1-(2-methoxy-phenyl)-cyclohexanol hydrochloride), ClCCl.[OH-].[Na+] (dichloromethane sodium hydroxide), base, C(C(C)C)[Al]CC(C)C (diisobutylaluminium). The solvent is CCOCC (ether). Yields the product Cl.CN(C)CC1C(CCCC1)(O)C1=C(C=CC=C1)O (2-dimethylaminomethyl-1-hydroxy-cyclo-hexyl-phenol hydrochloride). RXN SMILES: Cl.[CH3:2][N:3]([CH2:5][CH:6]1[CH2:11][CH2:10][CH2:9][CH2:8][C:7]1([C:13]1[CH:18]=[CH:17][CH:16]=[CH:15][C:14]=1[O:19]C)[OH:12])[CH3:4].[Cl:21]CCl.[OH-].[Na+].C([Al]CC(C)C)C(C)C>CCOCC>[ClH:21].[CH3:4][N:3]([CH2:5][CH:6]1[CH2:11][CH2:10][CH2:9][CH2:8][C:7]1([C:13]1[CH:18]=[CH:17][CH:16]=[CH:15][C:14]=1[OH:19])[OH:12])[CH3:2] |f:0.1,2.3.4,7.8,^1:26|. Procedure: Starting from (RS)-2-dimethylaminomethyl-cyclohexanone and 1-bromo-2-methoxy-benzene, (1RS,2RS)-2-dimethylaminomethyl-1-(2-methoxy-phenyl)-cyclohexanol hydrochloride (30) was obtained, under the conditions given in Example 1 (1st step) and using ether as a solvent, in a yield of 47%. The base was released from (30) with dichloromethane/sodium hydroxide solution. After drying the solution, the dichloromethane was distilled off under vacuum. 30.0 g (0.1 mole) of the base were reacted with diisobut... Starting materials: C(C1=CC=CC=C1)(=O)[O-].[Na+] (sodium benzoate), ClC1=CC(=C(C(C(=O)OCCN2CCCCC2)=C1)O)C(CC)=O (β-piperidinoethyl 5-chloro-3-propionylsalicylate), C(C1=CC=CC=C1)(=O)Cl (benzoyl chloride), aqueous solution, C([O-])([O-])=O.[Na+].[Na+] (sodium carbonate). Procedure details: A 14.4 g (0.1 mole) quantity of sodium benzoate was added with stirring to a mixture of 10.2 g (0.03 mole) of β-piperidinoethyl 5-chloro-3-propionylsalicylate and 12.6 g (0.09 mole) of benzoyl chloride. The resulting mixture was heated in an oil bath at 180° to 190° C. for 8 hours to undergo reaction. After cooling, a 5% aqueous solution of sodium carbonate was added to the reaction mixture. The solids formed were purified with alcohol to provide 10.6 g (83.0%) of white crystals which were treat... Isolated yield 83.0%. Reaction SMILES: C([O-])(=O)[C:2]1[CH:7]=[CH:6][CH:5]=[CH:4][CH:3]=1.[Na+].[Cl:11][C:12]1[CH:28]=[C:16]([C:17]([O:19][CH2:20][CH2:21][N:22]2[CH2:27][CH2:26][CH2:25][CH2:24][CH2:23]2)=[O:18])[C:15]([OH:29])=[C:14]([C:30](=[O:33])[CH2:31][CH3:32])[CH:13]=1.[C:34](Cl)(=O)C1C=CC=CC=1.C(=O)([O-])[O-].[Na+].[Na+]>>[Cl:11][C:12]1[CH:13]=[C:14]2[C:15](=[C:16]([C:17]([O:19][CH2:20][CH2:21][N:22]3[CH2:23][CH2:24][CH2:25][CH2:26][CH2:27]3)=[O:18])[CH:28]=1)[O:29][C:32]([C:2]1[CH:7]=[CH:6][CH:5]=[CH:4][CH:3]=1)=[C:31]([CH3:34])[C:30]2=[O:33] |f:0.1,4.5.6|. Product: ClC=1C=C2C(C(=C(OC2=C(C1)C(=O)OCCN1CCCCC1)C1=CC=CC=C1)C)=O (β-piperidinoethyl 6-chloro-3-methylflavone-8-carboxylate).